This data is from the Open Reaction Database (ORD), a public repository of structured organic reaction records. The task is: describe an organic reaction: reactants, conditions, products, and yield The reactants are COc1ccc(N2CCOCC2)c2sc(NC(=O)N3CCC(CNC(=O)OC(C)(C)C)CC3)nc12, CC(C)(C)OC(=O)NCC1CCNCC1, CS(=O)(=O)Cl, O=C(O)C(F)(F)F, c1ccncc1. Product: COc1ccc(N2CCOCC2)c2sc(NC(=O)N3CCC(CNS(C)(=O)=O)CC3)nc12. Reaction SMILES: [C:16]([O:17][C:18](=[O:19])[NH:22][CH2:23][CH:24]1[CH2:25][CH2:26][N:27]([C:30]([NH:31][c:32]2[s:33][c:34]3[c:35]([n:36]2)[c:37]([O:47][CH3:48])[cH:38][cH:39][c:40]3[N:41]2[CH2:42][CH2:43][O:44][CH2:45][CH2:46]2)=[O:49])[CH2:28][CH2:29]1)([CH3:20])([CH3:21])[CH3:50].[C:1]([O:2][C:3](=[O:4])[NH:5][CH2:6][CH:7]1[CH2:8][CH2:9][NH:10][CH2:11][CH2:12]1)([CH3:13])([CH3:14])[CH3:15].[CH3:64][S:65](=[O:66])(=[O:67])[Cl:68].[OH:51][C:52]([C:53]([F:54])([F:55])[F:56])=[O:57].[n:58]1[cH:59][cH:60][cH:61][cH:62][cH:63]1>>[NH:22]([CH2:23][CH:24]1[CH2:25][CH2:26][N:27]([C:30]([NH:31][c:32]2[s:33][c:34]3[c:35]([n:36]2)[c:37]([O:47][CH3:48])[cH:38][cH:39][c:40]3[N:41]2[CH2:42][CH2:43][O:44][CH2:45][CH2:46]2)=[O:49])[CH2:28][CH2:29]1)[S:65]([CH3:64])(=[O:66])=[O:67]. Starting materials: O=C1CCC(N(Cc2ccccc2)Cc2ccccc2)CN1, CC(C)(C)[O-], CI, [Cl-], [K+], [Na+], C1CCOC1. Product: CN1CC(N(Cc2ccccc2)Cc2ccccc2)CCC1=O. As a reaction SMILES: [CH2:1]([c:2]1[cH:3][cH:4][cH:5][cH:6][cH:7]1)[N:8]([CH:9]1[CH2:10][CH2:11][C:12](=[O:15])[NH:13][CH2:14]1)[CH2:16][c:17]1[cH:18][cH:19][cH:20][cH:21][cH:22]1.[CH3:23][C:24]([CH3:25])([O-:26])[CH3:27].[CH3:29][I:30].[Cl-:31].[K+:28].[Na+:32].[O:33]1[CH2:34][CH2:35][CH2:36][CH2:37]1>>[CH2:1]([c:2]1[cH:3][cH:4][cH:5][cH:6][cH:7]1)[N:8]([CH:9]1[CH2:10][CH2:11][C:12](=[O:15])[N:13]([CH3:23])[CH2:14]1)[CH2:16][c:17]1[cH:18][cH:19][cH:20][cH:21][cH:22]1. Starting materials: C(C=C)[C@@H]1C[C@H](N2C1=NC=C(C2=O)N(C(=O)OCC2=CC=CC=C2)CC=C)C(=O)O ((6S,8R)-8-allyl-3-(allyl-benzyloxycarbonyl-amino)-4-oxo-4,6,7,8-tetrahydro-pyrrolo[1,2-a]pyrimidine-6-carboxylic acid), Cl.C(C1=CC=CC=C1)OC(NC(=N)C1=CC=C(C=C1)CN)=O ([(4-aminomethyl-phenyl)-imino-methyl]-carbamic acid benzyl ester hydrochloride), C1=CC2=C(N=C1)N(N=N2)O (HOAT), C(=O)(O)[O-].[Na+] (NaHCO3), CCN=C=NCCCN(C)C (EDCI). Run in C(Cl)Cl.CN(C)C=O (CH2Cl2 DMF), CCOC(=O)C (EtOAc). Reaction conditions: time 64 hour. Yields the product C(C=C)N(C(OCC1=CC=CC=C1)=O)C1=CN=C2N(C1=O)[C@@H](C[C@H]2CC=C)C(NCC2=CC=C(C=C2)C(=N)NC(=O)OCC2=CC=CC=C2)=O (benzyl (6S,8R)-allyl-{8-allyl-6-[4-(benzyloxycarbonylamino-imino-methyl)-benzylcarbamoyl]-4-oxo-4,6,7,8-tetrahydro-pyrrolo[1,2-a]pyrimidin-3-yl}-carbamate). The yield is 20.8%. Reaction SMILES: [CH2:1]([C@H:4]1[C:8]2=[N:9][CH:10]=[C:11]([N:14]([CH2:25][CH:26]=[CH2:27])[C:15]([O:17][CH2:18][C:19]3[CH:24]=[CH:23][CH:22]=[CH:21][CH:20]=3)=[O:16])[C:12](=[O:13])[N:7]2[C@H:6]([C:28](O)=[O:29])[CH2:5]1)[CH:2]=[CH2:3].Cl.[CH2:32]([O:39][C:40](=[O:52])[NH:41][C:42]([C:44]1[CH:49]=[CH:48][C:47]([CH2:50][NH2:51])=[CH:46][CH:45]=1)=[NH:43])[C:33]1[CH:38]=[CH:37][CH:36]=[CH:35][CH:34]=1.C1C=NC2N(O)N=NC=2C=1.C([O-])(O)=O.[Na+].CCN=C=NCCCN(C)C>C(Cl)Cl.CN(C=O)C.CCOC(C)=O>[CH2:25]([N:14]([C:11]1[C:12](=[O:13])[N:7]2[C@H:6]([C:28](=[O:29])[NH:51][CH2:50][C:47]3[CH:46]=[CH:45][C:44]([C:42]([NH:41][C:40]([O:39][CH2:32][C:33]4[CH:38]=[CH:37][CH:36]=[CH:35][CH:34]=4)=[O:52])=[NH:43])=[CH:49][CH:48]=3)[CH2:5][C@@H:4]([CH2:1][CH:2]=[CH2:3])[C:8]2=[N:9][CH:10]=1)[C:15](=[O:16])[O:17][CH2:18][C:19]1[CH:24]=[CH:23][CH:22]=[CH:21][CH:20]=1)[CH:26]=[CH2:27] |f:1.2,4.5,7.8|. Procedure: To a solution of 28d (172 mg, 0.420 mmol) and [(4-aminomethyl-phenyl)-imino-methyl]-carbamic acid benzyl ester hydrochloride (180 mg, 0.504 mmol) in 3.6 mL CH2Cl2/DMF (5:1) at 0° C., was added HOAT (113 mg, 0.588 mmol), NaHCO3 (141 mg, 1.68 mmol), and EDCI (113 mg, 0.588 mmol). The mixture was allowed to warm to rt and stir for 64 h. The reaction was diluted with EtOAc and the organic phase was washed with H2O, 1N HCl, H2O, and brine. The organic phase was dried (Na2SO4) and concentrated. The re... Reactants: CC(C)Cc1ccc(B(O)O)cc1, Cc1ccccc1, O=[N+]([O-])c1ccc(OS(=O)(=O)c2cccnc2Cl)cc1, [F-], [K+], O, c1ccc(P(c2ccccc2)(c2ccccc2)[Pd](P(c2ccccc2)(c2ccccc2)c2ccccc2)(P(c2ccccc2)(c2ccccc2)c2ccccc2)P(c2ccccc2)(c2ccccc2)c2ccccc2)cc1. The product is CC(C)Cc1ccc(-c2ncccc2S(=O)(=O)Oc2ccc([N+](=O)[O-])cc2)cc1. As a reaction SMILES: [CH2:21]([CH:22]([CH3:23])[CH3:24])[c:25]1[cH:26][cH:27][c:28]([B:31]([OH:32])[OH:33])[cH:29][cH:30]1.[CH3:36][c:37]1[cH:38][cH:39][cH:40][cH:41][cH:42]1.[Cl:1][c:2]1[n:3][cH:4][cH:5][cH:6][c:7]1[S:8](=[O:9])(=[O:10])[O:11][c:12]1[cH:13][cH:14][c:15]([N+:18](=[O:19])[O-:20])[cH:16][cH:17]1.[F-:34].[K+:35].[OH2:120].[cH:43]1[cH:44][cH:45][c:46]([P:47]([Pd:48]([P:49]([c:50]2[cH:51][cH:52][cH:53][cH:54][cH:55]2)([c:56]2[cH:57][cH:58][cH:59][cH:60][cH:61]2)[c:62]2[cH:63][cH:64][cH:65][cH:66][cH:67]2)([P:68]([c:69]2[cH:70][cH:71][cH:72][cH:73][cH:74]2)([c:75]2[cH:76][cH:77][cH:78][cH:79][cH:80]2)[c:81]2[cH:82][cH:83][cH:84][cH:85][cH:86]2)[P:87]([c:88]2[cH:89][cH:90][cH:91][cH:92][cH:93]2)([c:94]2[cH:95][cH:96][cH:97][cH:98][cH:99]2)[c:100]2[cH:101][cH:102][cH:103][cH:104][cH:105]2)([c:106]2[cH:107][cH:108][cH:109][cH:110][cH:111]2)[c:112]2[cH:113][cH:114][cH:115][cH:116][cH:117]2)[cH:118][cH:119]1>>[c:2]1(-[c:28]2[cH:27][cH:26][c:25]([CH2:21][CH:22]([CH3:23])[CH3:24])[cH:30][cH:29]2)[n:3][cH:4][cH:5][cH:6][c:7]1[S:8](=[O:9])(=[O:10])[O:11][c:12]1[cH:13][cH:14][c:15]([N+:18](=[O:19])[O-:20])[cH:16][cH:17]1. Run in CN(C)C=O (DMF), O (H2O). Procedure: EDC (0.13 g, 0.70 mmol) was added to a suspension of (E)-3-[6-Amino-5-(1-hydroxy-1-methyl-ethyl)-pyridin-3-yl]-acrylic acid hydrochloride (0.15 g, 0.58 mmol), HOBt (0.09 g, 0.64 mmol), Methyl-(1-methyl-1H-indol-2-ylmethyl)-amine (0.11 g, 0.64 mmol) and (i-Pr)2EtN (0.49 mL, 2.9 mmol) in DMF (8 mL). The mixture was allowed to stir overnight at 35° C. The mixture was cooled to 0° C. and diluted with H2O (60 mL) with rapid stirring. The resulting precipitate was filtered, washed with H2O (20 mL) the... Reaction SMILES: C(Cl)CCl.Cl.[NH2:6][C:7]1[N:12]=[CH:11][C:10](/[CH:13]=[CH:14]/[C:15]([OH:17])=O)=[CH:9][C:8]=1[C:18]([OH:21])([CH3:20])[CH3:19].C1C=CC2N(O)N=NC=2C=1.[CH3:32][NH:33][CH2:34][C:35]1[N:36]([CH3:44])[C:37]2[C:42]([CH:43]=1)=[CH:41][CH:40]=[CH:39][CH:38]=2.C(N(C(C)C)C(C)C)C>CN(C=O)C.O>[NH2:6][C:7]1[N:12]=[CH:11][C:10](/[CH:13]=[CH:14]/[C:15]([N:33]([CH3:32])[CH2:34][C:35]2[N:36]([CH3:44])[C:37]3[C:42]([CH:43]=2)=[CH:41][CH:40]=[CH:39][CH:38]=3)=[O:17])=[CH:9][C:8]=1[C:18]([OH:21])([CH3:20])[CH3:19] |f:1.2|. The yield is 16.4%. Reactants: C(CCl)Cl (EDC), Cl.NC1=C(C=C(C=N1)/C=C/C(=O)O)C(C)(C)O ((E)-3-[6-Amino-5-(1-hydroxy-1-methyl-ethyl)-pyridin-3-yl]-acrylic acid hydrochloride), C=1C=CC2=C(C1)N=NN2O (HOBt), CNCC=1N(C2=CC=CC=C2C1)C (Methyl-(1-methyl-1H-indol-2-ylmethyl)-amine), C(C)N(C(C)C)C(C)C ((i-Pr)2EtN). Product: NC1=C(C=C(C=N1)/C=C/C(=O)N(CC=1N(C2=CC=CC=C2C1)C)C)C(C)(C)O ((E)-3-[6-Amino-5-(1-hydroxy-1-methyl-ethyl)-pyridin-3-yl]-N-methyl-N-(1-methyl-1H-indol-2-ylmethyl)-acrylamide). Conditions: temperature 35 celsius, time 8 hour.